Dataset: the Open Reaction Database (ORD), a public repository of structured organic reaction records. Task: describe an organic reaction: reactants, conditions, products, and yield Reactants: ClC1=NC=C(C(=N1)NC1=C(C(=O)NC)C=CC=C1C)Cl (2-(2,5-Dichloro-pyrimidin-4-ylamino)-3,N-dimethyl-benzamide), NC1=CC2=C(NC(CCC2(C)C)=O)C=C1 (7-Amino-5,5-dimethyl-1,3,4,5-tetrahydro-benzo[b]azepin-2-one), CC1([C@@H]2CC[C@]1(C(=O)C2)CS(=O)(=O)O)C (DL-10-Camphorsulfonic acid). Run in C(C)(C)O (isopropanol). Yields the product ClC=1C(=NC(=NC1)NC1=CC2=C(NC(CCC2(C)C)=O)C=C1)NC1=C(C(=O)NC)C=CC=C1C (2-[5-Chloro-2-(5,5-dimethyl-2-oxo-2,3,4,5-tetrahydro-1H-benzo[b]azepin-7-ylamino)-pyrimidin-4-ylamino]-3,N-dimethyl-benzamide). Isolated yield 3.0%. As a reaction SMILES: Cl[C:2]1[N:7]=[C:6]([NH:8][C:9]2[C:18]([CH3:19])=[CH:17][CH:16]=[CH:15][C:10]=2[C:11]([NH:13][CH3:14])=[O:12])[C:5]([Cl:20])=[CH:4][N:3]=1.[NH2:21][C:22]1[CH:35]=[CH:34][C:25]2[NH:26][C:27](=[O:33])[CH2:28][CH2:29][C:30]([CH3:32])([CH3:31])[C:24]=2[CH:23]=1.CC1(C)[C@]2(CS(O)(=O)=O)C(C[C@H]1CC2)=O>C(O)(C)C>[Cl:20][C:5]1[C:6]([NH:8][C:9]2[C:18]([CH3:19])=[CH:17][CH:16]=[CH:15][C:10]=2[C:11]([NH:13][CH3:14])=[O:12])=[N:7][C:2]([NH:21][C:22]2[CH:35]=[CH:34][C:25]3[NH:26][C:27](=[O:33])[CH2:28][CH2:29][C:30]([CH3:32])([CH3:31])[C:24]=3[CH:23]=2)=[N:3][CH:4]=1. Procedure: Combined 2-(2,5-Dichloro-pyrimidin-4-ylamino)-3,N-dimethyl-benzamide (90 mg, 0.289 mmol), 7-Amino-5,5-dimethyl-1,3,4,5-tetrahydro-benzo[b]azepin-2-one (62 mg, 0.304 mmol), DL-10-Camphorsulfonic acid (84 mg, 0.362 mmol) and isopropanol (3 mL) in a microwave tube. Microwaved reaction at 120° C. for 20 minutes. Evaporated off solvent and purified with normal phase chromatography to yield an off-white solid, 2-[5-Chloro-2-(5,5-dimethyl-2-oxo-2,3,4,5-tetrahydro-1H-benzo[b]azepin-7-ylamino)-pyrimidin-...